Dataset: the Open Reaction Database (ORD), a public repository of structured organic reaction records. Task: describe an organic reaction: reactants, conditions, products, and yield Reactants: CN, CCO, COc1ccc(Nc2ncc3c(n2)-c2ccc(Cl)cc2N(CCCN2C(=O)c4ccccc4C2=O)C(=O)C3)cc1OC, ClCCl. The product is COc1ccc(Nc2ncc3c(n2)-c2ccc(Cl)cc2N(CCCN)C(=O)C3)cc1OC. Reaction SMILES: [CH3:43][NH2:44].[CH3:45][CH2:46][OH:47].[Cl:1][c:2]1[cH:3][cH:4][c:5]2[c:6]([cH:42]1)[N:7]([CH2:28][CH2:29][CH2:30][N:31]1[C:32](=[O:33])[c:34]3[c:35]([cH:36][cH:37][cH:38][cH:39]3)[C:40]1=[O:41])[C:8](=[O:27])[CH2:9][c:10]1[c:11]-2[n:12][c:13]([NH:16][c:17]2[cH:18][c:19]([O:25][CH3:26])[c:20]([O:23][CH3:24])[cH:21][cH:22]2)[n:14][cH:15]1.[Cl:48][CH2:49][Cl:50]>>[Cl:1][c:2]1[cH:3][cH:4][c:5]2[c:6]([cH:42]1)[N:7]([CH2:28][CH2:29][CH2:30][NH2:31])[C:8](=[O:27])[CH2:9][c:10]1[c:11]-2[n:12][c:13]([NH:16][c:17]2[cH:18][c:19]([O:25][CH3:26])[c:20]([O:23][CH3:24])[cH:21][cH:22]2)[n:14][cH:15]1.